Dataset: the Open Reaction Database (ORD), a public repository of structured organic reaction records. Task: describe an organic reaction: reactants, conditions, products, and yield Product: CNC(=O)COC(=O)N1CCN(c2ccc(Br)nc2)CC1. Reaction SMILES: [Br:1][c:2]1[cH:3][cH:4][c:5]([N:8]2[CH2:9][CH2:10][N:11]([C:14](=[O:15])[O:16][CH2:17][C:18]([O:20][CH2:19][CH3:21])=[O:22])[CH2:12][CH2:13]2)[cH:6][n:7]1.[CH3:23][NH2:24].[CH3:28][OH:29].[Cl:25][CH2:26][Cl:27].[O:30]1[CH2:31][CH2:32][CH2:33][CH2:34]1>>[Br:1][c:2]1[cH:3][cH:4][c:5]([N:8]2[CH2:9][CH2:10][N:11]([C:14](=[O:15])[O:16][CH2:17][C:18](=[O:20])[NH:24][CH3:23])[CH2:12][CH2:13]2)[cH:6][n:7]1. The reactants are CCOC(=O)COC(=O)N1CCN(c2ccc(Br)nc2)CC1, CN, CO, ClCCl, C1CCOC1. Reactants: ClC=1C=NC=C(C1SC1=C(C=C(S1)C(=O)NCC(=O)O)[N+](=O)[O-])Cl (2-(5-((3,5-dichloropyridin-4-yl)thio)-4-nitrothiophene-2-carboxamido)acetic acid), COCCCN (3-methoxypropylamine). The product is ClC=1C=NC=C(C1SC1=C(C=C(S1)C(=O)NCC(=O)NCCCOC)[N+](=O)[O-])Cl (5-((3,5-dichloropyridin-4-yl)thio)-N-(2-((3-methoxypropyl)amino)-2-oxoethyl)-4-nitrothiophene-2-carboxamide), solid. Isolated yield 15.0%. Reaction SMILES: [Cl:1][C:2]1[CH:3]=[N:4][CH:5]=[C:6]([Cl:24])[C:7]=1[S:8][C:9]1[S:13][C:12]([C:14]([NH:16][CH2:17][C:18](O)=[O:19])=[O:15])=[CH:11][C:10]=1[N+:21]([O-:23])=[O:22].[CH3:25][O:26][CH2:27][CH2:28][CH2:29][NH2:30]>>[Cl:24][C:6]1[CH:5]=[N:4][CH:3]=[C:2]([Cl:1])[C:7]=1[S:8][C:9]1[S:13][C:12]([C:14]([NH:16][CH2:17][C:18]([NH:30][CH2:29][CH2:28][CH2:27][O:26][CH3:25])=[O:19])=[O:15])=[CH:11][C:10]=1[N+:21]([O-:23])=[O:22]. Reported procedure: Prepared according to the procedure described for example 70 from 2-(5-((3,5-dichloropyridin-4-yl)thio)-4-nitrothiophene-2-carboxamido)acetic acid (120.0 mg, 0.29 mmol) from example 210 and 3-methoxypropylamine (31.4 mg, 0.35 mmol). The title compound was obtained as a solid (20.0 mg, 15% yield). 1H NMR (400 MHz, d6-DMSO) δ: 9.19 (1H, m), 8.99 (2H, m), 8.47 (1H, s), 7.94 (1H, m), 3.77 (2H, m), 3.29 (2H, m), 3.19 (3H, s), 3.07 (2H, m), 1.60 (2H, m). MS m/z: 477.11, 479.10 [M+H]+. Starting materials: N1=CC=C(C=C1)N1CCC(CC1)C(=O)Cl (1-(4-pyridyl)piperidine-4-carbonyl chloride), Cl.N1CCC(CC1)NS(=O)(=O)C1=CC2=CC=CC=C2C=C1 (N-(piperidin-4-yl)naphthalene-2-sulphonamide hydrochloride salt). The product is C1=C(C=CC2=CC=CC=C12)S(=O)(=O)NC1CCN(CC1)C(=O)C1CCN(CC1)C1=CC=NC=C1 (4-(2-naphthalenesulphonamido)-1-[1-(4-pyridyl)piperidin-4-ylcarbonyl]-piperidine). Yield: 28.0%. As a reaction SMILES: [N:1]1[CH:6]=[CH:5][C:4]([N:7]2[CH2:12][CH2:11][CH:10]([C:13](Cl)=[O:14])[CH2:9][CH2:8]2)=[CH:3][CH:2]=1.Cl.[NH:17]1[CH2:22][CH2:21][CH:20]([NH:23][S:24]([C:27]2[CH:36]=[CH:35][C:34]3[C:29](=[CH:30][CH:31]=[CH:32][CH:33]=3)[CH:28]=2)(=[O:26])=[O:25])[CH2:19][CH2:18]1>>[CH:28]1[C:29]2[C:34](=[CH:33][CH:32]=[CH:31][CH:30]=2)[CH:35]=[CH:36][C:27]=1[S:24]([NH:23][CH:20]1[CH2:21][CH2:22][N:17]([C:13]([CH:10]2[CH2:11][CH2:12][N:7]([C:4]3[CH:5]=[CH:6][N:1]=[CH:2][CH:3]=3)[CH2:8][CH2:9]2)=[O:14])[CH2:18][CH2:19]1)(=[O:26])=[O:25] |f:1.2|. Procedure details: Using an analogous procedure to that described in Example 1, 1-(4-pyridyl)piperidine-4-carbonyl chloride was reacted with N-(piperidin-4-yl)naphthalene-2-sulphonamide hydrochloride salt to give 4-(2-naphthalenesulphonamido)-1-[1-(4-pyridyl)piperidin-4-ylcarbonyl]-piperidine in 28% yield; Starting materials: CCN=C=NCCCN(C)C, CCN(C(C)C)C(C)C, Cl, O=C(O)c1cn(-c2cc(F)cc(F)c2)nn1, NCC(=O)N1CCC(Oc2cncc(Cl)c2)CC1, CN(C)C=O, O, On1nnc2ccccc21. Product: O=C(NCC(=O)N1CCC(Oc2cncc(Cl)c2)CC1)c1cn(-c2cc(F)cc(F)c2)nn1. As a reaction SMILES: [CH3:36][CH2:37][N:38]=[C:39]=[N:40][CH2:41][CH2:42][CH2:43][N:44]([CH3:45])[CH3:46].[CH:1]([N:2]([CH2:3][CH3:4])[CH:5]([CH3:6])[CH3:7])([CH3:8])[CH3:9].[ClH:47].[F:10][c:11]1[cH:12][c:13](-[n:18]2[n:19][n:20][c:21]([C:23](=[O:24])[OH:25])[cH:22]2)[cH:14][c:15]([F:17])[cH:16]1.[NH2:48][CH2:49][C:50](=[O:51])[N:52]1[CH2:53][CH2:54][CH:55]([O:58][c:59]2[cH:60][n:61][cH:62][c:63]([Cl:65])[cH:64]2)[CH2:56][CH2:57]1.[O:66]=[CH:67][N:68]([CH3:69])[CH3:70].[OH2:71].[OH:26][n:27]1[c:28]2[c:29]([cH:30][cH:31][cH:32][cH:33]2)[n:34][n:35]1>>[F:10][c:11]1[cH:12][c:13](-[n:18]2[n:19][n:20][c:21]([C:23](=[O:25])[NH:48][CH2:49][C:50](=[O:51])[N:52]3[CH2:53][CH2:54][CH:55]([O:58][c:59]4[cH:60][n:61][cH:62][c:63]([Cl:65])[cH:64]4)[CH2:56][CH2:57]3)[cH:22]2)[cH:14][c:15]([F:17])[cH:16]1. The reactants are N(C(=O)C)C=1C=C2CCCC2=CC1[N+](=O)[O-] (5-acetamino-6-nitro-indane), Cl (hydrochloric acid). Solvent: CO (methanol), CO (methanol). Product: NC=1C=C2CCCC2=CC1[N+](=O)[O-] (5-amino-6-nitro-indane). Yield: 92.3%. Reaction SMILES: [NH:1]([C:5]1[CH:6]=[C:7]2[C:11](=[CH:12][C:13]=1[N+:14]([O-:16])=[O:15])[CH2:10][CH2:9][CH2:8]2)C(C)=O.Cl>CO>[NH2:1][C:5]1[CH:6]=[C:7]2[C:11](=[CH:12][C:13]=1[N+:14]([O-:16])=[O:15])[CH2:10][CH2:9][CH2:8]2. Procedure: 14.6 g of 5-acetamino-6-nitro-indane were boiled under reflux overnight in 1.5 l of methanol with 300 ml of hydrochloric acid in methanol and then evaporated. 11.8 g of crude product were recrystallized from acetonitrile. There were obtained 10.9 g (92.3% of theory) of 5-amino-6-nitro-indane of melting point 131°-132° C.